From a dataset of the Open Reaction Database (ORD), a public repository of structured organic reaction records. describe an organic reaction: reactants, conditions, products, and yield Reactants: C(C)(C)(C)OC(=O)N1CCC(CC1)COC1=C(C=C2C(=CC=NC2=C1)OC1=CC=C(C=C1)N)C#N (4-(4-(4-Aminophenoxy)-6-cyanoquinolin-7-yloxymethyl)-piperidine-1-carboxylic acid tert-butyl ester), C1(=CC=CC=C1)OC(NC=1SC=CN1)=O (thiazol-2-yl-carbamic acid phenyl ester). Run in CS(=O)C (dimethylsulfoxide). Product: C(C)(C)(C)OC(=O)N1CCC(CC1)COC1=C(C=C2C(=CC=NC2=C1)OC1=CC=C(C=C1)NC(=O)NC=1SC=CN1)C#N (4-{6-Cyano-4-[4-(3-thiazol-2-ylureido)phenoxy]quinolin-7-yloxymethyl}piperidine-1-carboxylic acid tert-butyl ester). As a reaction SMILES: [C:1]([O:5][C:6]([N:8]1[CH2:13][CH2:12][CH:11]([CH2:14][O:15][C:16]2[CH:25]=[C:24]3[C:19]([C:20]([O:26][C:27]4[CH:32]=[CH:31][C:30]([NH2:33])=[CH:29][CH:28]=4)=[CH:21][CH:22]=[N:23]3)=[CH:18][C:17]=2[C:34]#[N:35])[CH2:10][CH2:9]1)=[O:7])([CH3:4])([CH3:3])[CH3:2].C1([O:42][C:43](=O)[NH:44][C:45]2[S:46][CH:47]=[CH:48][N:49]=2)C=CC=CC=1>CS(C)=O>[C:1]([O:5][C:6]([N:8]1[CH2:13][CH2:12][CH:11]([CH2:14][O:15][C:16]2[CH:25]=[C:24]3[C:19]([C:20]([O:26][C:27]4[CH:32]=[CH:31][C:30]([NH:33][C:43]([NH:44][C:45]5[S:46][CH:47]=[CH:48][N:49]=5)=[O:42])=[CH:29][CH:28]=4)=[CH:21][CH:22]=[N:23]3)=[CH:18][C:17]=2[C:34]#[N:35])[CH2:10][CH2:9]1)=[O:7])([CH3:4])([CH3:2])[CH3:3]. Reported procedure: 4-(4-(4-Aminophenoxy)-6-cyanoquinolin-7-yloxymethyl)-piperidine-1-carboxylic acid tert-butyl ester (225 mg) was heated in dimethylsulfoxide together with thiazol-2-yl-carbamic acid phenyl ester at 80° C. in the same manner as Example 713 to obtain the title compound (240 mg) as a solid. Starting materials: O=C([O-])[O-], CCOC(C)=O, COc1cc(N2CCN(C(=O)Cn3c(=O)oc4cc(O)ccc43)CC2)ccc1Cl, CCOC(=O)CCl, [Cs+], [Cs+], CN(C)C=O. Product: CCOC(=O)COc1ccc2c(c1)oc(=O)n2CC(=O)N1CCN(c2ccc(Cl)c(OC)c2)CC1. RXN SMILES: [C:37](=[O:38])([O-:39])[O-:40].[CH3:48][CH2:49][O:50][C:51](=[O:52])[CH3:53].[Cl:1][c:2]1[c:3]([O:28][CH3:29])[cH:4][c:5]([N:8]2[CH2:9][CH2:10][N:11]([C:14]([CH2:15][n:16]3[c:17](=[O:26])[o:18][c:19]4[c:20]3[cH:21][cH:22][c:23]([OH:25])[cH:24]4)=[O:27])[CH2:12][CH2:13]2)[cH:6][cH:7]1.[Cl:30][CH2:31][C:32](=[O:33])[O:34][CH2:35][CH3:36].[Cs+:41].[Cs+:42].[O:43]=[CH:44][N:45]([CH3:46])[CH3:47]>>[Cl:1][c:2]1[c:3]([O:28][CH3:29])[cH:4][c:5]([N:8]2[CH2:9][CH2:10][N:11]([C:14]([CH2:15][n:16]3[c:17](=[O:26])[o:18][c:19]4[c:20]3[cH:21][cH:22][c:23]([O:25][CH2:31][C:32](=[O:33])[O:34][CH2:35][CH3:36])[cH:24]4)=[O:27])[CH2:12][CH2:13]2)[cH:6][cH:7]1.